Dataset: the Open Reaction Database (ORD), a public repository of structured organic reaction records. Task: describe an organic reaction: reactants, conditions, products, and yield As a reaction SMILES: [Br:1][C:2]1[CH:7]=[CH:6][C:5]([CH:8]2[CH2:16][CH2:15][CH:14]([C:17]3[CH:22]=[CH:21][CH:20]=[CH:19][CH:18]=3)[C:13]3[C:12](=[NH:23])[NH:11][C:10](=N)[C:9]2=3)=[CH:4][CH:3]=1.Cl.[N:26]1([C:31]2[S:32][CH2:33][C:34](=[NH:36])[N:35]=2)[CH2:30][CH2:29][CH2:28][CH2:27]1.N=C1C2CCCCC=2C(=N)N1.Cl.N=C1NC(=N)CS1>>[NH:23]=[C:12]1[C:13]2[CH:14]([C:17]3[CH:22]=[CH:21][CH:20]=[CH:19][CH:18]=3)[CH2:15][CH2:16][CH:8]([C:5]3[CH:4]=[CH:3][C:2]([Br:1])=[CH:7][CH:6]=3)[C:9]=2[C:10](=[C:33]2[S:32][C:31]([N:26]3[CH2:30][CH2:29][CH2:28][CH2:27]3)=[N:35][C:34]2=[NH:36])[NH:11]1 |f:1.2,4.5|. The product is N=C1NC(C=2C(CCC(C12)C1=CC=CC=C1)C1=CC=C(C=C1)Br)=C1C(N=C(S1)N1CCCC1)=N (1-imino-4-(p-bromophenyl)-7-phenyl-4,5,6,7-tetrahydro-3-(2-pyrrolidino-4-imino-2-thiazolin-5-ylidene)isoindoline). Reactants: BrC1=CC=C(C=C1)C1C=2C(NC(C2C(CC1)C1=CC=CC=C1)=N)=N (4-(p-bromophenyl)-7-phenyl-4,5,6,7-tetrahydro-1,3-diiminoisoindoline), Cl.N=C1SCC(N1)=N (2,4-diiminothiazolidine hydrochloride), Cl.N1(CCCC1)C=1SCC(N1)=N (2-pyrrolidino-4-imino-2-thiazoline hydrochloride), N=C1NC(C=2CCCCC12)=N (4,5,6,7-tetrahydro-1,3-diiminoisoindoline). Procedure: When equivalent amounts of 4-(p-bromophenyl)-7-phenyl-4,5,6,7-tetrahydro-1,3-diiminoisoindoline and 2-pyrrolidino-4-imino-2-thiazoline hydrochloride are substituted for the 4,5,6,7-tetrahydro-1,3-diiminoisoindoline and 2,4-diiminothiazolidine hydrochloride respectively, in the procedure described in Example 10, part A above, there is obtained as the product 1-imino-4-(p-bromophenyl)-7-phenyl-4,5,6,7-tetrahydro-3-(2-pyrrolidino-4-imino-2-thiazolin-5-ylidene)isoindoline.